This data is from the Open Reaction Database (ORD), a public repository of structured organic reaction records. The task is: describe an organic reaction: reactants, conditions, products, and yield Reactants: BrCC([C@H]1CC[C@H]2[C@@H]3CC[C@H]4C[C@@H](CC[C@]4(C)[C@H]3C(C[C@]12C)=O)O)=O (21-bromo-3α-hydroxy-5α-pregnane-11,20-dione), [S-]C#N.[Ba+2].[S-]C#N (barium thiocyanate). Solvent: CC(=O)C (acetone), O (water). The product is O[C@H]1C[C@@H]2CC[C@H]3[C@@H]4CC[C@H](C(CSC#N)=O)[C@]4(CC([C@@H]3[C@]2(CC1)C)=O)C (3α-Hydroxy-21-thiocyanato-5α-pregnane-11,20-dione). The yield is 96.4%. Reaction SMILES: Br[CH2:2][C:3](=[O:25])[C@@H:4]1[C@:21]2([CH3:22])[C@H:7]([C@H:8]3[C@H:18]([C:19](=[O:23])[CH2:20]2)[C@:16]2([CH3:17])[C@H:11]([CH2:12][C@H:13]([OH:24])[CH2:14][CH2:15]2)[CH2:10][CH2:9]3)[CH2:6][CH2:5]1.[S-:26][C:27]#[N:28].[Ba+2].[S-]C#N>CC(C)=O.O>[OH:24][C@@H:13]1[CH2:14][CH2:15][C@@:16]2([CH3:17])[C@@H:11]([CH2:10][CH2:9][C@@H:8]3[C@@H:18]2[C:19](=[O:23])[CH2:20][C@@:21]2([CH3:22])[C@H:7]3[CH2:6][CH2:5][C@@H:4]2[C:3](=[O:25])[CH2:2][S:26][C:27]#[N:28])[CH2:12]1 |f:1.2.3|. Procedure: A solution of 21-bromo-3α-hydroxy-5α-pregnane-11,20-dione (0.75 g.) in acetone (50 ml.) was treated with a solution of barium thiocyanate (2.6 g.) in water (10 ml.). The resulting mixture was refluxed for 4 hr., cooled and then partitioned between water and ether. The organic layer was washed with water, dried (Na2SO4) and evaporated. The residue (720 mg.) was purified by preparative t.l.c. (EtOAc) to afford title compound (685 mg.) as a white foam, [α]D + 67°. Starting materials: C1(CCCC1)NC1=NC=CC(=N1)C=1C(=NN2C1C=C(C=C2)N)C2=CC=C(C=C2)F (3-[2-(cyclopentylamino)-4-pyrimidinyl]-2-(4-fluorophenyl)pyrazolo[1,5-α]pyridin-5-amine), CS(=O)(=O)Cl (methylsulfonyl chloride), C([O-])(O)=O (bicarbonate). The solvent is C(C)(=O)OCC (ethyl acetate), N1=CC=CC=C1 (pyridine). Reaction conditions: time 8 hour. Yields the product C1(CCCC1)NC1=NC=CC(=N1)C=1C(=NN2C1C=C(C=C2)NS(=O)(=O)C)C2=CC=C(C=C2)F (N-[3-[2-(cyclopentylamino)-4-pyrimidinyl]-2-(4-fluorophenyl)pyrazolo[1,5-α]pyridin-5-yl]methanesulfonamide). Isolated yield 50.0%. As a reaction SMILES: [CH:1]1([NH:6][C:7]2[N:12]=[C:11]([C:13]3[C:14]([C:23]4[CH:28]=[CH:27][C:26]([F:29])=[CH:25][CH:24]=4)=[N:15][N:16]4[CH:21]=[CH:20][C:19]([NH2:22])=[CH:18][C:17]=34)[CH:10]=[CH:9][N:8]=2)[CH2:5][CH2:4][CH2:3][CH2:2]1.[CH3:30][S:31](Cl)(=[O:33])=[O:32].C(=O)(O)[O-]>N1C=CC=CC=1.C(OCC)(=O)C>[CH:1]1([NH:6][C:7]2[N:12]=[C:11]([C:13]3[C:14]([C:23]4[CH:24]=[CH:25][C:26]([F:29])=[CH:27][CH:28]=4)=[N:15][N:16]4[CH:21]=[CH:20][C:19]([NH:22][S:31]([CH3:30])(=[O:33])=[O:32])=[CH:18][C:17]=34)[CH:10]=[CH:9][N:8]=2)[CH2:5][CH2:4][CH2:3][CH2:2]1. Procedure: To a solution of 3-[2-(cyclopentylamino)-4-pyrimidinyl]-2-(4-fluorophenyl)pyrazolo[1,5-α]pyridin-5-amine (60 mg, 0.15 mmol) in anhydrous pyridine (5 mL) was added methylsulfonyl chloride (36 mg, 0.3 mmol). The reaction was stirred at room temperature overnight. The reaction mixture was diluted with ethyl acetate, then saturated aquous bicarbonate was added. The phases were separated, the organic phase was washed with water, brine and dried (magnesium sulfate). Filtration and concentration, follo... The reactants are C1=CC(=CC(=C1)Cl)C(=O)OO (m-CPBA), ice, ClC1=C(C=C(C=C1C=C)C#N)NC(OC(C)(C)C)=O (tert-butyl (2-chloro-5-cyano-3-vinylphenyl)carbamate). Run in C(Cl)Cl (DCM). Conditions: time 8 hour. Yields the product ClC1=C(C=C(C=C1C1OC1)C#N)NC(OC(C)(C)C)=O (tert-butyl (2-chloro-5-cyano-3-(oxiran-2-yl)phenyl)carbamate). The yield is 94.1%. As a reaction SMILES: C1C=C(Cl)C=C(C(OO)=[O:9])C=1.[Cl:12][C:13]1[C:18]([CH:19]=[CH2:20])=[CH:17][C:16]([C:21]#[N:22])=[CH:15][C:14]=1[NH:23][C:24](=[O:30])[O:25][C:26]([CH3:29])([CH3:28])[CH3:27]>C(Cl)Cl>[Cl:12][C:13]1[C:18]([CH:19]2[CH2:20][O:9]2)=[CH:17][C:16]([C:21]#[N:22])=[CH:15][C:14]=1[NH:23][C:24](=[O:30])[O:25][C:26]([CH3:29])([CH3:28])[CH3:27]. Procedure: Added m-CPBA 50% (1.92 gm, 5.56 mmol) in portions to an ice-cooled solution of tert-butyl (2-chloro-5-cyano-3-vinylphenyl)carbamate (Example 399A)(517 mg, 1.86 mmol) in DCM (30 mL). The bath was removed and the reaction was left stirring at room temperature overnight. Added additional 50% MCPBA (0.6 gm) and left stirring overnight. Added 20 mL of 0.5 M NaHCO3 solution and left stirring for 4 hr. The aqueous phase was separated and washed with DCM. The combined organic phases were washed three ti... Starting materials: FC1=CC=C(C=C1)N1N=CC=2N(CCCC21)C(CN2N=C(C=1C2=NC=CC1)C(F)(F)F)=O (1-[1-(4-Fluorophenyl)-6,7-dihydro-5H-pyrazolo[4,3-b]pyridin-4-yl]-2-[3-(trifluoromethyl)pyrazolo[3,4-b]pyridin-1-yl]ethanone). Reagents/catalysts: O=[Pt]=O (PtO2). Run in CO (methanol). Conditions: time 8 hour. Yields the product FC1=CC=C(C=C1)N1N=CC=2N(CCCC21)C(CN2N=C(C1=C2NCCC1)C(F)(F)F)=O (1-[1-(4-fluorophenyl)-6,7-dihydro-5H-pyrazolo[4,3-b]pyridin-4-yl]-2-[3-(trifluoromethyl)-4,5,6,7-tetrahydropyrazolo[3,4-b]pyridin-1-yl]ethanone). As a reaction SMILES: [F:1][C:2]1[CH:7]=[CH:6][C:5]([N:8]2[C:16]3[CH2:15][CH2:14][CH2:13][N:12]([C:17](=[O:32])[CH2:18][N:19]4[C:23]5=[N:24][CH:25]=[CH:26][CH:27]=[C:22]5[C:21]([C:28]([F:31])([F:30])[F:29])=[N:20]4)[C:11]=3[CH:10]=[N:9]2)=[CH:4][CH:3]=1>CO.O=[Pt]=O>[F:1][C:2]1[CH:3]=[CH:4][C:5]([N:8]2[C:16]3[CH2:15][CH2:14][CH2:13][N:12]([C:17](=[O:32])[CH2:18][N:19]4[C:23]5[NH:24][CH2:25][CH2:26][CH2:27][C:22]=5[C:21]([C:28]([F:29])([F:31])[F:30])=[N:20]4)[C:11]=3[CH:10]=[N:9]2)=[CH:6][CH:7]=1. Procedure details: 1-[1-(4-Fluorophenyl)-6,7-dihydro-5H-pyrazolo[4,3-b]pyridin-4-yl]-2-[3-(trifluoromethyl)pyrazolo[3,4-b]pyridin-1-yl]ethanone (22.2 mg, 0.05 mmol) prepared above was dissolved in 1 mL of methanol and treated with ˜20 mg of PtO2 in a septum-capped vial. The vial was purged and filled with hydrogen gas twice and then placed under a hydrogen atmosphere (balloon) and stirred overnight. The slurry was filtered and the filtrate purified by reverse phase HPLC (C18 column, acetonitrile-H2O with 0.1% TFA ... Starting materials: O=S1(N(CCC1)CC1=CC(=C(C(=O)OC)C=C1)F)=O (methyl 4-(1,1-dioxo-1λ6-isothiazolidin-2-ylmethyl)-2-fluorobenzoate), CC=1C(=NC=C(C1)C)N1CCNCC1 (1-(3,5-dimethylpyridin-2-yl)piperazine). The product is CC=1C(=NC=C(C1)C)N1CCN(CC1)C(=O)C1=C(C=C(C=C1)CN1S(CCC1)(=O)=O)F ([4-(3,5-dimethylpyridin-2-yl)piperazin-1-yl][4-(1,1-dioxo-1λ6-isothiazolidin-2-ylmethyl)-2-fluorophenyl]methanone). The yield is 87.8%. As a reaction SMILES: [O:1]=[S:2]1(=[O:19])[CH2:6][CH2:5][CH2:4][N:3]1[CH2:7][C:8]1[CH:17]=[CH:16][C:11]([C:12]([O:14]C)=O)=[C:10]([F:18])[CH:9]=1.[CH3:20][C:21]1[C:22]([N:28]2[CH2:33][CH2:32][NH:31][CH2:30][CH2:29]2)=[N:23][CH:24]=[C:25]([CH3:27])[CH:26]=1>>[CH3:20][C:21]1[C:22]([N:28]2[CH2:29][CH2:30][N:31]([C:12]([C:11]3[CH:16]=[CH:17][C:8]([CH2:7][N:3]4[CH2:4][CH2:5][CH2:6][S:2]4(=[O:1])=[O:19])=[CH:9][C:10]=3[F:18])=[O:14])[CH2:32][CH2:33]2)=[N:23][CH:24]=[C:25]([CH3:27])[CH:26]=1. Procedure details: Using methyl 4-(1,1-dioxo-1λ6-isothiazolidin-2-ylmethyl)-2-fluorobenzoate (115 mg) described in Preparation Example 200 and 1-(3,5-dimethylpyridin-2-yl)piperazine (92 mg) described in Preparation Example 79 and by the reaction and treatment in the same manner as in Example 109, the title compound (157 mg) was obtained. Reactants: CCN(C(C)C)C(C)C, COC(=O)C(Br)c1ccccc1F, CC#N, Nc1ccccc1. Yields the product COC(=O)C(Nc1ccccc1)c1ccccc1F. As a reaction SMILES: [CH2:21]([N:22]([CH:23]([CH3:24])[CH3:25])[CH:26]([CH3:27])[CH3:28])[CH3:29].[CH3:1][O:2][C:3]([CH:4]([c:5]1[c:6]([F:11])[cH:7][cH:8][cH:9][cH:10]1)[Br:12])=[O:13].[CH3:30][C:31]#[N:32].[NH2:14][c:15]1[cH:16][cH:17][cH:18][cH:19][cH:20]1>>[CH3:1][O:2][C:3]([CH:4]([c:5]1[c:6]([F:11])[cH:7][cH:8][cH:9][cH:10]1)[NH:14][c:15]1[cH:16][cH:17][cH:18][cH:19][cH:20]1)=[O:13].